The task is: describe an organic reaction: reactants, conditions, products, and yield. This data is from the Open Reaction Database (ORD), a public repository of structured organic reaction records. The reactants are CC(=C=CCC(=O)OCC)CCCC(CCCC(C)C)C (ethyl 5,9,13-trimethyl-3,4-tetradecadienoate), C([O-])([O-])=O.[K+].[K+] (potassium carbonate), Cl (HCl). Yields the product CC(=CC=CC(=O)OCC)CCCC(CCCC(C)C)C (Ethyl 5,9,13-trimethyl-2,4-tetradecadienoate). The yield is 93.0%. Reaction SMILES: [CH3:1][C:2]([CH2:11][CH2:12][CH2:13][CH:14]([CH3:21])[CH2:15][CH2:16][CH2:17][CH:18]([CH3:20])[CH3:19])=[C:3]=[CH:4][CH2:5][C:6]([O:8][CH2:9][CH3:10])=[O:7].C(=O)([O-])[O-].[K+].[K+].Cl>>[CH3:1][C:2]([CH2:11][CH2:12][CH2:13][CH:14]([CH3:21])[CH2:15][CH2:16][CH2:17][CH:18]([CH3:20])[CH3:19])=[CH:3][CH:4]=[CH:5][C:6]([O:8][CH2:9][CH3:10])=[O:7] |f:1.2.3|. Procedure details: 20 g of ethyl 5,9,13-trimethyl-3,4-tetradecadienoate and 1 g of potassium carbonate were heated at 40° to 45°C. for 3 hours in the absence of a solvent to effect the rearrangement reaction. Then, the reaction mixture was neutralized with 4N HCl and subjected to distillation under reduced pressure. Ethyl 5,9,13-trimethyl-2,4-tetradecadienoate was obtained in a yield of 93% from a fraction boiling at 143 to 145°C. under 1 mm Hg. Starting materials: ClC1=C(C(=O)C2=CC(=C(C=C2)Br)[N+](=O)[O-])C=C(C=C1)[N+](=O)[O-] (2-chloro-4'-bromo-5,3'-dinitro benzophenone), [H][H] (hydrogen), [H][H] (hydrogen), [H][H] (hydrogen). Reagents/catalysts: [Pd] (palladium black). Run in C1=CC=CC=C1 (benzene). Yields the product NC=1C=C(C(=O)C2=CC(=CC=C2)N)C=CC1 (3,3'-diamino benzophenone), Cl (hydrochloric acid). Reaction SMILES: [Cl:1][C:2]1[CH:19]=[CH:18][C:17]([N+:20]([O-])=O)=[CH:16][C:3]=1[C:4]([C:6]1[CH:11]=[CH:10][C:9](Br)=[C:8]([N+:13]([O-])=O)[CH:7]=1)=[O:5].[H][H]>[Pd].C1C=CC=CC=1>[NH2:13][C:8]1[CH:7]=[C:6]([CH:11]=[CH:10][CH:9]=1)[C:4]([C:3]1[CH:2]=[CH:19][CH:18]=[C:17]([NH2:20])[CH:16]=1)=[O:5].[ClH:1]. Reported procedure: In a closed glass vessel there are charged 38.6 g (0.1 moles) of 2-chloro-4'-bromo-5,3'-dinitro benzophenone, 1 g of palladium black catalyst and 300 ml of benzene. While the mixture being stirred at 65°-70° C., hydrogen is introduced into the vessel so that 13.8 l (0.62 moles) of hydrogen is absorbed in the mixture during 8 hours. Then, there are added 90 g (0.24 moles) of 15% aqueous solution of NaOH and 2 g of 90% aqueous solution of trioctyl methyl ammonium chloride, and then, there is intro...